Dataset: the Open Reaction Database (ORD), a public repository of structured organic reaction records. Task: describe an organic reaction: reactants, conditions, products, and yield Starting materials: CN (methylamine), C(C)O (ethanol), OC1=C(C=CC=C1)C1=NN(C(=N1)C1=C(C=CC=C1)O)CC(=O)OCC (Ethyl [3,5bis(2-hydroxyphenyl)-[1,2,4]triazol-1-yl]acetate), C(C)O (ethanol). Reaction conditions: temperature 60 celsius, time 3 hour. The product is OC1=C(C=CC=C1)C1=NN(C(=N1)C1=C(C=CC=C1)O)CC(=O)NC (2-[3,5-bis(2-hydroxyphenyl)-[1,2,4]triazol-1-yl]-N-methylacetamide). RXN SMILES: [OH:1][C:2]1[CH:7]=[CH:6][CH:5]=[CH:4][C:3]=1[C:8]1[N:12]=[C:11]([C:13]2[CH:18]=[CH:17][CH:16]=[CH:15][C:14]=2[OH:19])[N:10](CC(OCC)=O)[N:9]=1.[CH3:26][NH2:27].[CH2:28]([OH:30])[CH3:29]>>[OH:1][C:2]1[CH:7]=[CH:6][CH:5]=[CH:4][C:3]=1[C:8]1[N:12]=[C:11]([C:13]2[CH:18]=[CH:17][CH:16]=[CH:15][C:14]=2[OH:19])[N:10]([CH2:29][C:28]([NH:27][CH3:26])=[O:30])[N:9]=1. Procedure: 2.0 g of ethyl [3,5-bis(2-hydroxyphenyl)-[1,2,4]triazol-1-yl]acetate (Example 2) are dissolved in15 ml of ethanol and treated with 0.8 ml of 8 M methylamine in ethanol. The mixture is stirred at 60° C. for 3 h and then cooled. The crystals precipitating in the course of this are filtered off and washed with ethanol. After drying, 2-[3,5-bis(2-hydroxyphenyl)-[1,2,4]triazol-1-yl]-N-methylacetamide remains as colorless crystals m.p. 247-249° C. The reactants are BrBr, COc1ccc(C=O)c(-c2ccc(O[Si](C)(C)C(C)(C)C)cc2)c1O, C=COCC, ClCCl. The product is CCOC(CBr)Oc1c(OC)ccc(C=O)c1-c1ccc(O[Si](C)(C)C(C)(C)C)cc1. RXN SMILES: [Br:1][Br:2].[C:8]([CH3:9])([CH3:10])([CH3:11])[Si:12]([O:13][c:14]1[cH:15][cH:16][c:17](-[c:20]2[c:21]([CH:29]=[O:30])[cH:22][cH:23][c:24]([O:27][CH3:28])[c:25]2[OH:26])[cH:18][cH:19]1)([CH3:31])[CH3:32].[CH:3](=[CH2:4])[O:5][CH2:6][CH3:7].[Cl:33][CH2:34][Cl:35]>>[Br:1][CH2:4][CH:3]([O:5][CH2:6][CH3:7])[O:26][c:25]1[c:20](-[c:17]2[cH:16][cH:15][c:14]([O:13][Si:12]([C:8]([CH3:9])([CH3:10])[CH3:11])([CH3:31])[CH3:32])[cH:19][cH:18]2)[c:21]([CH:29]=[O:30])[cH:22][cH:23][c:24]1[O:27][CH3:28]. Starting materials: C(#N)C1=CC=C(N1C)C=1C=CC2=C(C(OC(N2C(=O)OCC2C3=CC=CC=C3C=3C=CC=CC23)C)(C)C)C1 (9H-fluoren-9-ylmethyl 6-(5-cyano-1-methyl-1H-pyrrol-2-yl)-2,4,4-trimethyl-2H-3,1-benzoxazine-1(4H)-carboxylate), N1CCCCC1 (piperidine), solid. Run in CN(C)C=O (DMF). The product is CN1C(=CC=C1C=1C=CC2=C(C(OC(N2)C)(C)C)C1)C#N (1-Methyl-5-(2,4,4-trimethyl-1,4-dihydro-2H-3,1-benzoxazin-6-yl)-1H-pyrrole-2-carbonitrile). Reaction SMILES: [C:1]([C:3]1[N:7]([CH3:8])[C:6]([C:9]2[CH:10]=[CH:11][C:12]3[N:17](C(OCC4C5C=CC=CC=5C5C4=CC=CC=5)=O)[CH:16]([CH3:35])[O:15][C:14]([CH3:37])([CH3:36])[C:13]=3[CH:38]=2)=[CH:5][CH:4]=1)#[N:2].N1CCCCC1>CN(C=O)C>[CH3:8][N:7]1[C:6]([C:9]2[CH:10]=[CH:11][C:12]3[NH:17][CH:16]([CH3:35])[O:15][C:14]([CH3:37])([CH3:36])[C:13]=3[CH:38]=2)=[CH:5][CH:4]=[C:3]1[C:1]#[N:2]. Procedure: Prepared according to the procedure for Example 20 from 9H-fluoren-9-ylmethyl 6-(5-cyano-1-methyl-1H-pyrrol-2-yl)-2,4,4-trimethyl-2H-3,1-benzoxazine-1(4H)-carboxylate (0.3 g, 0.6 mmol) and 20% piperidine in DMF. A white solid (0.07 g, 42%): mp 195-196° C.; 1H-NMR (DMSO-d6) δ 7.16 (d, 1H, J=2.8 Hz), 7.08 (dd, 1H, J=8.1, 1.9 Hz), 6.98 (d, 1H, J=4.1 Hz), 6.63 (d, 1H, J=8.5 Hz), 6.61 (s, 1H), 6.20 (d, 1H, J=4.1 Hz), 4.79-4.81 (m, 1H), 3.67 (s, 3H), 1.49 (s, 3H), 1.27 (d, 3H, J=5.5 Hz); MS (ESI) m/z ... Starting materials: I(=O)(=O)(=O)O (periodic acid), CC1(OC[C@H](O1)[C@@H]1[C@@H](C(N1C1=CC=C(C=C1)OC)=O)N1C(C=2C(C1=O)=CC=CC2)=O)C ((3S,4S)-4-[(4R)-2,2-dimethyl-1,3-dioxolan-4-yl]-1-(4-methoxyphenyl)-3-phthalimido-azetidin-2-one). Solvent: C1CCOC1 (THF). Product: C(=O)[C@@H]1[C@@H](C(N1C1=CC=C(C=C1)OC)=O)N1C(C=2C(C1=O)=CC=CC2)=O ((3S,4S)-4-Formyl-1-(4-methoxyphenyl)-3-phthalimidoazetidin-2-one). RXN SMILES: I(O)(=O)(=O)=O.CC1(C)[O:11][C@H:10]([C@H:12]2[N:15]([C:16]3[CH:21]=[CH:20][C:19]([O:22][CH3:23])=[CH:18][CH:17]=3)[C:14](=[O:24])[C@H:13]2[N:25]2[C:29](=[O:30])[C:28]3=[CH:31][CH:32]=[CH:33][CH:34]=[C:27]3[C:26]2=[O:35])CO1>C1COCC1>[CH:10]([C@H:12]1[N:15]([C:16]2[CH:21]=[CH:20][C:19]([O:22][CH3:23])=[CH:18][CH:17]=2)[C:14](=[O:24])[C@H:13]1[N:25]1[C:26](=[O:35])[C:27]2=[CH:34][CH:33]=[CH:32][CH:31]=[C:28]2[C:29]1=[O:30])=[O:11]. Reported procedure: Aqueous 50% w/w periodic acid (6.3 ml, 22 mmol) was added to (3S,4S)-4-[(4R)-2,2-dimethyl-1,3-dioxolan-4-yl]-1-(4-methoxyphenyl)-3-phthalimido-azetidin-2-one (4.22 g, 10 mmol) in 50% aqueous THF (75 ml) and heated under reflux for 2.5h. The cooled solution was extracted twice with ethyl acetate and the combined extracts washed twice with water then with brine, dried and evaporated to give a colourless solid. The solid was triturated with ether and the title compound filtered off and dried in vac... Starting materials: CC(=O)O, CCCCCCCCCCCCCCCCC1(COCc2ccccc2)CC(=O)N1, CO. Product: CCCCCCCCCCCCCCCCC1(CO)CC(=O)N1. As a reaction SMILES: [C:31]([OH:32])(=[O:33])[CH3:34].[CH2:1]([CH2:2][CH2:3][CH2:4][CH2:5][CH2:6][CH2:7][CH2:8][CH2:9][CH2:10][CH2:11][CH2:12][CH2:13][CH2:14][CH2:15][CH3:16])[C:17]1([CH2:22][O:23][CH2:24][c:25]2[cH:26][cH:27][cH:28][cH:29][cH:30]2)[CH2:18][C:19](=[O:21])[NH:20]1.[CH3:35][OH:36]>>[CH2:1]([CH2:2][CH2:3][CH2:4][CH2:5][CH2:6][CH2:7][CH2:8][CH2:9][CH2:10][CH2:11][CH2:12][CH2:13][CH2:14][CH2:15][CH3:16])[C:17]1([CH2:22][OH:23])[CH2:18][C:19](=[O:21])[NH:20]1.